From a dataset of the Open Reaction Database (ORD), a public repository of structured organic reaction records. describe an organic reaction: reactants, conditions, products, and yield The reactants are C(#N)CC(=O)NC1=C(C=CC=C1)N1C=CC=C1 (2-cyano-2'-(1-pyrrolyl)acetanilide), COC(N(C)C)OC (N,N-dimethylformamide dimethylacetal). Product: C(#N)C(C(=O)NC1=C(C=CC=C1)N1C=CC=C1)=CN(C)C (2-cyano-3-dimethylamino-2'-(1-pyrrolyl)acrylanilide). As a reaction SMILES: [C:1]([CH2:3][C:4]([NH:6][C:7]1[CH:12]=[CH:11][CH:10]=[CH:9][C:8]=1[N:13]1[CH:17]=[CH:16][CH:15]=[CH:14]1)=[O:5])#[N:2].CO[CH:20](OC)[N:21]([CH3:23])[CH3:22]>>[C:1]([C:3](=[CH:20][N:21]([CH3:23])[CH3:22])[C:4]([NH:6][C:7]1[CH:12]=[CH:11][CH:10]=[CH:9][C:8]=1[N:13]1[CH:17]=[CH:16][CH:15]=[CH:14]1)=[O:5])#[N:2]. Procedure details: As for Example 1, 2-cyano-2'-(1-pyrrolyl)acetanilide, colorless needles, m.p. 143°-144° C. (prepared by the procedure described in U.S. Pat. No. 3,116,312), is heated with N,N-dimethylformamide dimethylacetal to give 2-cyano-3-dimethylamino-2'-(1-pyrrolyl)acrylanilide as yellow crystals, m.p. 169°-171° C. Reactants: FC(S(=O)(=O)OS(=O)(=O)C(F)(F)F)(F)F (trifluoromethanesulfonic anhydride), FC(CO)(C(C(C(F)(F)F)(F)F)(F)F)F (2,2,3,3,4,4,5,5,5-nonafluoropentanol), ice water. Run at temperature 100 celsius, time 3 hour. The product is FC(S(=O)(=O)OCC(C(C(C(F)(F)F)(F)F)(F)F)(F)F)(F)F (2,2,3,3,4,4,5,5,5-nonafluoropentyl trifluoromethanesulfonate). Yield: 61.5%. As a reaction SMILES: FC(F)(F)S([O:6][S:7]([C:10]([F:13])([F:12])[F:11])(=[O:9])=[O:8])(=O)=O.[F:16][C:17]([F:30])([C:20]([F:29])([F:28])[C:21]([F:27])([F:26])[C:22]([F:25])([F:24])[F:23])[CH2:18]O>>[F:13][C:10]([F:11])([F:12])[S:7]([O:6][CH2:18][C:17]([F:16])([F:30])[C:20]([F:28])([F:29])[C:21]([F:26])([F:27])[C:22]([F:25])([F:24])[F:23])(=[O:8])=[O:9]. Procedure: 6.8 g of trifluoromethanesulfonic anhydride was added dropwise to 5.0 g of 2,2,3,3,4,4,5,5,5-nonafluoropentanol at 0° C., and the mixture was stirred at room temperature for 5 hours and at 100° C. for 3 hours. Thereafter, the reaction mixture was poured to ice water and then extracted with methyl tert-butyl ether. The organic layer was washed successively with water, aqueous saturated sodium hydrogen carbonate and aqueous saturated sodium chloride, dried over anhydrous magnesium sulfate, and the... Starting materials: C(C1=CC=CC=C1)OC(=O)N1[C@@H](CC(C1)(F)F)C(NC1C2CC3CC(CC1C3)(C2)O)=O ((S)-4,4-difluoro-2-(5-hydroxy-adamantan-2-ylcarbamoyl)-pyrrolidine-1-carboxylic acid benzyl ester). The reagents and catalysts are [Pd] (Pd—C). Run in C(C)O (ethanol). Run at time 10 hour. The product is OC12CC3C(C(CC(C1)C3)C2)NC(=O)[C@H]2NCC(C2)(F)F ((S)-4,4-difluoro-pyrrolidine-2-carboxylic acid (5-hydroxy-adamantan-2-yl)-amide). Isolated yield 96.4%. Reaction SMILES: C(OC([N:11]1[CH2:15][C:14]([F:17])([F:16])[CH2:13][C@H:12]1[C:18](=[O:31])[NH:19][CH:20]1[CH:27]2[CH2:28][CH:23]3[CH2:24][C:25]([OH:30])([CH2:29][CH:21]1[CH2:22]3)[CH2:26]2)=O)C1C=CC=CC=1>C(O)C.[Pd]>[OH:30][C:25]12[CH2:29][CH:21]3[CH2:22][CH:23]([CH2:28][CH:27]([CH:20]3[NH:19][C:18]([C@@H:12]3[CH2:13][C:14]([F:17])([F:16])[CH2:15][NH:11]3)=[O:31])[CH2:26]1)[CH2:24]2. Procedure: Pd—C (10%, 0.5 g) was added to a solution of (S)-4,4-difluoro-2-(5-hydroxy-adamantan-2-ylcarbamoyl)-pyrrolidine-1-carboxylic acid benzyl ester (1.2 g) in ethanol (50 mL) and the reaction mixture was hydrogenated (1 atm pressure) under stirring condition for 10 h. Reaction was monitored by TLC. After completion, reaction mixture was filtrated through Celite®. The filtrate was concentrated under reduced pressure using a rotary evaporator to give 0.8 g (93%) of the desired (S)-4,4-difluoro-pyrrolid... Reactants: COc1ccc2c(c1)N(C(=O)c1cccc(C(F)(F)F)c1)C(CCO)CO2, ClCCl, O=S(Cl)Cl. Product: COc1ccc2c(c1)N(C(=O)c1cccc(C(F)(F)F)c1)C(CCCl)CO2. As a reaction SMILES: [CH3:1][O:2][c:3]1[cH:4][cH:5][c:6]2[c:7]([cH:27]1)[N:8]([C:15]([c:16]1[cH:17][c:18]([C:22]([F:23])([F:24])[F:25])[cH:19][cH:20][cH:21]1)=[O:26])[CH:9]([CH2:12][CH2:13][OH:14])[CH2:10][O:11]2.[Cl:32][CH2:33][Cl:34].[S:28]([Cl:29])([Cl:30])=[O:31]>>[CH3:1][O:2][c:3]1[cH:4][cH:5][c:6]2[c:7]([cH:27]1)[N:8]([C:15]([c:16]1[cH:17][c:18]([C:22]([F:23])([F:24])[F:25])[cH:19][cH:20][cH:21]1)=[O:26])[CH:9]([CH2:12][CH2:13][Cl:30])[CH2:10][O:11]2. Starting materials: [Cr](=O)(=O)([O-])O[Cr](=O)(=O)[O-].[NH+]1=CC=CC=C1.[NH+]1=CC=CC=C1 (pyridinium dichromate), NC(N)=NC=1SC=C(N1)C1=NC(=CC=C1)CO (2-(diaminomethyleneamino)-4-(6-hydroxymethylpyridin-2-yl)thiazole), C([O-])([O-])=O.[K+].[K+] (potassium carbonate), C(C)(=O)OCC (ethyl acetate). Solvent: CN(C=O)C (N,N-dimethylformamide), CN(C=O)C (N,N-dimethylformamide), O (water), O1CCCC1 (tetrahydrofuran). Conditions: time 5 hour. Product: NC(N)=NC=1SC=C(N1)C1=NC(=CC=C1)C=O (2-(diaminomethyleneamino)-4-(6-formylpyridin-2-yl)thiazole). The yield is 18.4%. RXN SMILES: [Cr](O[Cr]([O-])(=O)=O)([O-])(=O)=O.[NH+]1C=CC=CC=1.[NH+]1C=CC=CC=1.[NH2:22][C:23](=[N:25][C:26]1[S:27][CH:28]=[C:29]([C:31]2[CH:36]=[CH:35][CH:34]=[C:33]([CH2:37][OH:38])[N:32]=2)[N:30]=1)[NH2:24].C(OCC)(=O)C.C(=O)([O-])[O-].[K+].[K+]>CN(C)C=O.O.O1CCCC1>[NH2:24][C:23](=[N:25][C:26]1[S:27][CH:28]=[C:29]([C:31]2[CH:36]=[CH:35][CH:34]=[C:33]([CH:37]=[O:38])[N:32]=2)[N:30]=1)[NH2:22] |f:0.1.2,5.6.7|. Procedure details: A solution of pyridinium dichromate (3.2 g) in N,N-dimethylformamide (10 ml) was added dropwise to a solution of 2-(diaminomethyleneamino)-4-(6-hydroxymethylpyridin-2-yl)thiazole (1.7 g) in N,N-dimethylformamide (17 ml) at -10°~-5° C. and the mixture was stirred for 5 hours at the same temperature. The reaction mixture was added to a mixture of ethyl acetate, tetrahydrofuran and water and the mixture was adjusted to pH 10 with potassium carbonate. The separated organic layer was washed with brin... Reaction SMILES: [C:19]([OH:20])(=[O:21])[CH3:22].[NH2:1][c:2]1[c:3]([Br:13])[cH:4][c:5]([C:6](=[O:7])[O:8][CH2:9][CH3:10])[cH:11][cH:12]1.[S:14]([Cl:15])(=[O:16])([Cl:17])=[O:18]>>[NH2:1][c:2]1[c:3]([Br:13])[cH:4][c:5]([C:6](=[O:7])[O:8][CH2:9][CH3:10])[cH:11][c:12]1[Cl:17]. Product: CCOC(=O)c1cc(Cl)c(N)c(Br)c1. Reactants: CC(=O)O, CCOC(=O)c1ccc(N)c(Br)c1, O=S(=O)(Cl)Cl. Reactants: ClC1=C(C=CC(=C1)Cl)[N+](=O)[O-] (2,4-dichloro-1-nitrobenzene), ClC=1C=C(N)C=CC1 (3-chloroaniline), C(C)(=O)[O-].[Na+] (sodium acetate). The solvent is C(CO)O (ethylene glycol). The product is ClC1=CC2=C(NC(N2C2=CC(=CC=C2)Cl)=O)C=C1 (5-Chloro-3-(3-chlorophenyl)-1,3-dihydro-2H-benzimidazol-2-one). Reaction SMILES: Cl[C:2]1[CH:7]=[C:6]([Cl:8])[CH:5]=[CH:4][C:3]=1[N+:9]([O-])=O.[Cl:12][C:13]1[CH:14]=[C:15]([CH:17]=[CH:18][CH:19]=1)[NH2:16].[C:20]([O-])(=[O:22])C.[Na+]>C(O)CO>[Cl:8][C:6]1[CH:5]=[CH:4][C:3]2[NH:9][C:20](=[O:22])[N:16]([C:15]3[CH:17]=[CH:18][CH:19]=[C:13]([Cl:12])[CH:14]=3)[C:2]=2[CH:7]=1 |f:2.3|. Procedure details: A mixture of 50 g of 2,4-dichloro-1-nitrobenzene, 40 ml of 3-chloroaniline and 43 g of anhydrous sodium acetate in 220 ml of ethylene glycol is heated at reflux for 72 hours. After cooling, the precipitate formed is filtered off and washed with water. 39 g of the expected product are obtained after crystallization from iso ether, mp=112° C. The reactants are NC1=CC2=C(CC(C(N(C2)C)=O)CC(=O)OC)C=C1 (Methyl (±)-8-amino-2-methyl-3-oxo-2,3,4,5-tetrahydro-1H-2-benzazepine-4-acetate), C(=O)(OC(C)(C)C)NCC(=O)O (Boc-glycine). Product: C(C)(C)(C)OC(=O)NCC(=O)NC1=CC2=C(CC(C(N(C2)C)=O)CC(=O)OC)C=C1 (Methyl (±)-8-[(2-[tert-butoxycarbonyl]aminoacetyl)amino]-2-methyl-3-oxo-2,3,4,5-tetrahydro-1H-2-benzazepine-4-acetate). Isolated yield 55.0%. RXN SMILES: [NH2:1][C:2]1[CH:19]=[CH:18][C:5]2[CH2:6][CH:7]([CH2:13][C:14]([O:16][CH3:17])=[O:15])[C:8](=[O:12])[N:9]([CH3:11])[CH2:10][C:4]=2[CH:3]=1.[C:20]([NH:27][CH2:28][C:29](O)=[O:30])([O:22][C:23]([CH3:26])([CH3:25])[CH3:24])=[O:21]>>[C:23]([O:22][C:20]([NH:27][CH2:28][C:29]([NH:1][C:2]1[CH:19]=[CH:18][C:5]2[CH2:6][CH:7]([CH2:13][C:14]([O:16][CH3:17])=[O:15])[C:8](=[O:12])[N:9]([CH3:11])[CH2:10][C:4]=2[CH:3]=1)=[O:30])=[O:21])([CH3:26])([CH3:25])[CH3:24]. Procedure details: Methyl (±)-8-amino-2-methyl-3-oxo-2,3,4,5-tetrahydro-1H-2-benzazepine-4-acetate was coupled with Boc-glycine according to the procedure of example 5(b). Purification by chromatography (silica gel, 2%-5% CH3OH/CH2Cl2) gave the title compound as a pale yellow foam (55%): 1H NMR (CDCl3) δ8.22 (br s, 1H), 7.48 (s, 1H), 7.20 (d, J=8.3 Hz, 1H), 7.04 (d, J=8.3 Hz, 1H), 5.27 (d, J=16.6 Hz, 1H), 5.25 (br s, 1H), 3.92 (d, J=5.4 Hz, 2H), 3.82 (m, 1H), 3.80 (d, J=16.6 Hz, 1H), 3.71 (s, 3H), 3.03 (s, 3H), 2.... Starting materials: Cl.N[C@@H]1CC[C@H](CC1)NC(=O)C1=C(NC=2C1=NC=CC2C2=C(C=C(C(=C2)OC)F)OCC2CC2)C (N-(trans-4-aminocyclohexyl)-7-[2-(cyclopropylmethoxy)-4-fluoro-5-methoxyphenyl]-2-methyl-1H-pyrrolo[3,2-b]pyridine-3-carboxamide hydrochloride), COCC(=O)Cl (methoxy-acetyl chloride). Product: C1(CC1)COC1=C(C=C(C(=C1)F)OC)C1=C2C(=NC=C1)C(=C(N2)C)C(=O)N[C@@H]2CC[C@H](CC2)NC(COC)=O (7-[2-(Cyclopropylmethoxy)-4-fluoro-5-methoxyphenyl]-N-{trans-4-[(methoxyacetyl)amino]cyclohexyl}-2-methyl-1H-pyrrolo[3,2-b]pyridine-3-carboxamide). RXN SMILES: Cl.[NH2:2][C@H:3]1[CH2:8][CH2:7][C@H:6]([NH:9][C:10]([C:12]2[C:16]3=[N:17][CH:18]=[CH:19][C:20]([C:21]4[CH:26]=[C:25]([O:27][CH3:28])[C:24]([F:29])=[CH:23][C:22]=4[O:30][CH2:31][CH:32]4[CH2:34][CH2:33]4)=[C:15]3[NH:14][C:13]=2[CH3:35])=[O:11])[CH2:5][CH2:4]1.[CH3:36][O:37][CH2:38][C:39](Cl)=[O:40]>>[CH:32]1([CH2:31][O:30][C:22]2[CH:23]=[C:24]([F:29])[C:25]([O:27][CH3:28])=[CH:26][C:21]=2[C:20]2[CH:19]=[CH:18][N:17]=[C:16]3[C:12]([C:10]([NH:9][C@H:6]4[CH2:7][CH2:8][C@H:3]([NH:2][C:39](=[O:40])[CH2:38][O:37][CH3:36])[CH2:4][CH2:5]4)=[O:11])=[C:13]([CH3:35])[NH:14][C:15]=23)[CH2:33][CH2:34]1 |f:0.1|. Procedure details: Starting from N-(trans-4-aminocyclohexyl)-7-[2-(cyclopropylmethoxy)-4-fluoro-5-methoxyphenyl]-2-methyl-1H-pyrrolo[3,2-b]pyridine-3-carboxamide hydrochloride (example D.f22) and commercially available methoxy-acetyl chloride the title compound is obtained as colorless solid.